Dataset: the Open Reaction Database (ORD), a public repository of structured organic reaction records. Task: describe an organic reaction: reactants, conditions, products, and yield The reactants are N#Cc1ncc(Br)cc1[N+](=O)[O-], Cc1ccnc(C)c1O, [Cl-], [H-], [NH4+], [Na+], CN(C)C=O, O. The product is Cc1ccnc(C)c1Oc1cc(Br)cnc1C#N. RXN SMILES: [Br:12][c:13]1[cH:14][c:15]([N+:21]([O-:22])=[O:23])[c:16]([C:19]#[N:20])[n:17][cH:18]1.[CH3:1][c:2]1[n:3][cH:4][cH:5][c:6]([CH3:9])[c:7]1[OH:8].[Cl-:24].[H-:10].[NH4+:25].[Na+:11].[O:27]=[CH:28][N:29]([CH3:30])[CH3:31].[OH2:26]>>[CH3:1][c:2]1[n:3][cH:4][cH:5][c:6]([CH3:9])[c:7]1[O:8][c:15]1[cH:14][c:13]([Br:12])[cH:18][n:17][c:16]1[C:19]#[N:20]. Reactants: CC(=O)O[BH-](OC(C)=O)OC(C)=O, O=C([O-])O, ClCCl, CC(=O)O, CN1CCCC1=O, O=CC1CC1, O=C1NC(=O)c2ccc(I)cc2C1=CNc1ccc(N2CCNCC2)nc1, [Na+], [Na+]. Product: O=C1NC(=O)c2ccc(I)cc2C1=CNc1ccc(N2CCN(CC3CC3)CC2)nc1. Reaction SMILES: [C:28]([O:29][BH-:30]([O:31][C:32](=[O:33])[CH3:34])[O:35][C:36](=[O:37])[CH3:38])(=[O:39])[CH3:40].[C:51](=[O:52])([OH:53])[O-:54].[CH2:63]([Cl:64])[Cl:65].[CH3:47][C:48](=[O:49])[OH:50].[CH3:56][N:57]1[CH2:58][CH2:59][CH2:60][C:61]1=[O:62].[CH:42]1([CH:45]=[O:46])[CH2:43][CH2:44]1.[I:1][c:2]1[cH:3][c:4]2[c:9]([cH:10][cH:11]1)[C:8](=[O:12])[NH:7][C:6](=[O:13])[C:5]2=[CH:14][NH:15][c:16]1[cH:17][n:18][c:19]([N:22]2[CH2:23][CH2:24][NH:25][CH2:26][CH2:27]2)[cH:20][cH:21]1.[Na+:41].[Na+:55]>>[I:1][c:2]1[cH:3][c:4]2[c:9]([cH:10][cH:11]1)[C:8](=[O:12])[NH:7][C:6](=[O:13])[C:5]2=[CH:14][NH:15][c:16]1[cH:17][n:18][c:19]([N:22]2[CH2:23][CH2:24][N:25]([CH2:45][CH:42]3[CH2:43][CH2:44]3)[CH2:26][CH2:27]2)[cH:20][cH:21]1. The reactants are C(C)(C)(C)OC(CN1CC=2N=CN=C(C2CC1)OC=1C=C2C=CN(C2=CC1)C(NC1=CC(=CC=C1)C(F)(F)F)=O)=O ({4-[1-(3-trifluoromethyl-phenylcarbamoyl)-1H-indol-5-yloxy]-5,8-dihydro-6H-pyrido[3,4-d]pyrimidin-7-yl}-acetic acid tert-butyl ester), C(=O)(C(F)(F)F)O (TFA). Run in C(Cl)Cl (DCM). The product is FC(C=1C=C(C=CC1)NC(=O)N1C=CC2=CC(=CC=C12)OC=1C2=C(N=CN1)CN(CC2)CC(=O)O)(F)F ({4-[1-(3-Trifluoromethyl-phenylcarbamoyl)-1H-indol-5-yloxy]-5,8-dihydro-6H-pyrido[3,4-d]pyrimidin-7-yl}-acetic acid). Reaction SMILES: C([O:5][C:6](=[O:41])[CH2:7][N:8]1[CH2:17][CH2:16][C:15]2[C:14]([O:18][C:19]3[CH:20]=[C:21]4[C:25](=[CH:26][CH:27]=3)[N:24]([C:28](=[O:40])[NH:29][C:30]3[CH:35]=[CH:34][CH:33]=[C:32]([C:36]([F:39])([F:38])[F:37])[CH:31]=3)[CH:23]=[CH:22]4)=[N:13][CH:12]=[N:11][C:10]=2[CH2:9]1)(C)(C)C.C(O)(C(F)(F)F)=O>C(Cl)Cl>[F:39][C:36]([F:37])([F:38])[C:32]1[CH:31]=[C:30]([NH:29][C:28]([N:24]2[C:25]3[C:21](=[CH:20][C:19]([O:18][C:14]4[C:15]5[CH2:16][CH2:17][N:8]([CH2:7][C:6]([OH:41])=[O:5])[CH2:9][C:10]=5[N:11]=[CH:12][N:13]=4)=[CH:27][CH:26]=3)[CH:22]=[CH:23]2)=[O:40])[CH:35]=[CH:34][CH:33]=1. Procedure details: A solution of {4-[1-(3-trifluoromethyl-phenylcarbamoyl)-1H-indol-5-yloxy]-5,8-dihydro-6H-pyrido[3,4-d]pyrimidin-7-yl}-acetic acid tert-butyl ester (250 mg, 0.44 mmol), DCM (5 mL), and TFA (5 mL) is stirred at rt for 1 h. The solution is concentrated in vacuo and separated via semi-prep HPLC (C18; 10-100% I/H2O with 0.1% NH4OH) to give the title compound. MS (ESI) m/z 512.0 (M+1); 1H NMR (400 MHz, MeOD) δ ppm 8.41 (s, 1 H), 8.33 (d, J=9.1 Hz, 1 H), 8.06 (s, 1 H), 7.93 (d, J=3.5 Hz, 1 H), 7.89 (s,... The reactants are C1=NC=CC2=C(C=CC=C12)OCC(=O)OC (methyl 5-isoquinolyloxyacetate), [OH-].[Na+] (sodium hydroxide). The solvent is CO (methanol). The product is C1=NC=CC2=C(C=CC=C12)OCC(=O)O (5-Isoquinolyloxyacetic acid). The yield is 85.0%. As a reaction SMILES: [CH:1]1[C:10]2[C:5](=[C:6]([O:11][CH2:12][C:13]([O:15]C)=[O:14])[CH:7]=[CH:8][CH:9]=2)[CH:4]=[CH:3][N:2]=1.[OH-].[Na+]>CO>[CH:1]1[C:10]2[C:5](=[C:6]([O:11][CH2:12][C:13]([OH:15])=[O:14])[CH:7]=[CH:8][CH:9]=2)[CH:4]=[CH:3][N:2]=1 |f:1.2|. Procedure details: To an ice-cooled solution of 29.0 g of 5-hydroxyisoquinoline in 300 ml of DMF, 11.0 g of sodium methylate was added portionwise. After stirring for 30 min, 17.9 ml of methyl chloroacetate was added dropwise, and the resultant mixture was stirred at room temperature overnight and concentrated under reduced pressure. To the residue, 300 ml of toluene and 300 ml of water were added, and the whole mixture was filtered. The aqueous layer was extracted with 50 ml of toluene, and the combined toluene s... The reactants are [H-].[Na+] (sodium hydride), FC1=CC=C(C=O)C=C1 (4-fluorobenzaldehyde), O1CCCC1 (tetrahydrofuran), triethyl phosphonoacetate, O1CCCC1 (tetrahydrofuran), O (Water). Conditions: time 1 hour. The product is FC1=CC=C(/C=C/C(=O)OCC)C=C1 (Ethyl trans-4-fluorocinnamate). RXN SMILES: [H-].[Na+].[O:3]1[CH2:7][CH2:6][CH2:5][CH2:4]1.[F:8][C:9]1[CH:16]=[CH:15][C:12]([CH:13]=O)=[CH:11][CH:10]=1.[OH2:17]>>[F:8][C:9]1[CH:16]=[CH:15][C:12](/[CH:13]=[CH:5]/[C:4]([O:3][CH2:7][CH3:6])=[O:17])=[CH:11][CH:10]=1 |f:0.1|. Procedure details: 9.6 g. of sodium hydride (50% in mineral oil, pentane washed) is added in small portions to a solution of 45 g. of triethyl phosphonoacetate in 400 ml. of dry tetrahydrofuran stirred at 0° C. under nitrogen. The reaction mixture is allowed to warm to room temperature, stirred at room temperature for 1 hour and cooled to 10° C., a solution of 24.8 g. of 4-fluorobenzaldehyde in 25 ml. of dry tetrahydrofuran is adde dropwise, and the reaction mixture is stirred at room temperature for 18 hours, the... Starting materials: FC(C1(OC2=C(C(=C1)C1=NC=CC=C1)C=C(C=C2)[N+](=O)[O-])C(F)(F)F)(F)F (2,2-bistrifluoromethyl-6-nitro-4-(2-pyridyl)-2H-1-benzopyran), ClC1=CC(=CC=C1)C(=O)OO (m-chloroperbenzoic acid), C([O-])([O-])=O.[K+].[K+] (Potassium carbonate). Run in C(Cl)Cl (methylene chloride). The product is FC(C1(OC2=C(C(=C1)C1=[N+](C=CC=C1)[O-])C=C(C=C2)[N+](=O)[O-])C(F)(F)F)(F)F (2-(2,2-bistrifluoromethyl-6-nitro-2H-1-benzopyran-4-yl)pyridine N-oxide). Isolated yield 67.2%. RXN SMILES: [F:1][C:2]([F:27])([F:26])[C:3]1([C:22]([F:25])([F:24])[F:23])[CH:8]=[C:7]([C:9]2[CH:14]=[CH:13][CH:12]=[CH:11][N:10]=2)[C:6]2[CH:15]=[C:16]([N+:19]([O-:21])=[O:20])[CH:17]=[CH:18][C:5]=2[O:4]1.ClC1C=CC=C(C(OO)=[O:36])C=1.C(=O)([O-])[O-].[K+].[K+]>C(Cl)Cl>[F:27][C:2]([F:1])([F:26])[C:3]1([C:22]([F:24])([F:25])[F:23])[CH:8]=[C:7]([C:9]2[CH:14]=[CH:13][CH:12]=[CH:11][N+:10]=2[O-:36])[C:6]2[CH:15]=[C:16]([N+:19]([O-:21])=[O:20])[CH:17]=[CH:18][C:5]=2[O:4]1 |f:2.3.4|. Reported procedure: In 4 ml of methylene chloride was dissolved 200 mg of 2,2-bistrifluoromethyl-6-nitro-4-(2-pyridyl)-2H-1-benzopyran and 210 mg of m-chloroperbenzoic acid (67%) was added thereto with stirring under ice-cooling. The mixture was stirred at room temperature for 14 hours. Potassium carbonate solution was added thereto and the mixture was extracted with methylene chloride. The organic layer was washed with water and dried. The solvent was distilled off and the resultant residue was purified using sili... The reactants are O=C(Cl)c1cccnc1, Cc1cc(Cl)n2nc(N)nc2c1, Cl. Product: Cc1cc(Cl)n2nc(NC(=O)c3cccnc3)nc2c1. As a reaction SMILES: [C:14]([c:15]1[cH:16][n:17][cH:18][cH:19][cH:20]1)(=[O:21])[Cl:22].[Cl:1][c:2]1[cH:3][c:4]([CH3:12])[cH:5][c:6]2[n:7]1[n:8][c:9]([NH2:11])[n:10]2.[ClH:13]>>[Cl:1][c:2]1[cH:3][c:4]([CH3:12])[cH:5][c:6]2[n:7]1[n:8][c:9]([NH:11][C:14]([c:15]1[cH:16][n:17][cH:18][cH:19][cH:20]1)=[O:21])[n:10]2.